Dataset: the Open Reaction Database (ORD), a public repository of structured organic reaction records. Task: describe an organic reaction: reactants, conditions, products, and yield The reactants are ClCCl.CO (dichloromethane methanol), compound, CN1CCNCC1 (N-methylpiperazine), C(CCl)Cl (EDC), C=1C=CC2=C(C1)N=NN2O (HOBT), CN(C=O)C (dimethylformamide). Product: CN1CCN(CC1)C(=O)C1=CNC=C1C1=CC=CC2=CC=CC=C12 (3-(4-Methylpiperazin-1-yl)carbonyl-4-(naphthalen-1-yl)-1H-pyrrole). Reaction conditions: temperature 0 celsius, time 5 minute. Procedure details: 234 mg(1 mmol) of the compound prepared in Preparation 2-3) was dissolved in 2 ml of dimethylformamide, 230 mg(1.2 mmol) of EDC and 162 mg(1.7 mmol) of HOBT were added thereto, and the resulting mixture was stirred for 5 minutes at 0° C. To this reaction solution was added 88 mg(1 mmol) of N-methylpiperazine, which was then stirred for 5 hours at room temperature. The solvent was removed under reduced pressure and 10 ml of saturated aqueous potassium carbonate solution was added to the residue. ... As a reaction SMILES: [CH2:1](Cl)[CH2:2]Cl.[CH:5]1[CH:6]=[CH:7][C:8]2N(O)N=N[C:9]=2[CH:10]=1.[CH3:15][N:16]1[CH2:21][CH2:20][NH:19][CH2:18][CH2:17]1.ClCCl.[CH3:25][OH:26].[CH3:27][N:28]([CH3:31])C=O>>[CH3:15][N:16]1[CH2:21][CH2:20][N:19]([C:25]([C:10]2[C:9]([C:8]3[C:1]4[C:2](=[CH:6][CH:5]=[CH:10][CH:9]=4)[CH:5]=[CH:6][CH:7]=3)=[CH:27][NH:28][CH:31]=2)=[O:26])[CH2:18][CH2:17]1 |f:3.4|.